Dataset: the Open Reaction Database (ORD), a public repository of structured organic reaction records. Task: describe an organic reaction: reactants, conditions, products, and yield Reactants: NOCCNCC(F)(F)F, O=C1c2ccccc2C(=O)N1O, c1ccc(P(c2ccccc2)c2ccccc2)cc1. Product: O=C1c2ccccc2C(=O)N1OCCNCC(F)(F)F. Reaction SMILES: [F:1][C:2]([CH2:3][NH:4][CH2:5][CH2:6][O:7][NH2:8])([F:9])[F:10].[OH:30][N:31]1[C:32](=[O:41])[c:33]2[c:34]([cH:37][cH:38][cH:39][cH:40]2)[C:35]1=[O:36].[c:11]1([P:12]([c:13]2[cH:14][cH:15][cH:16][cH:17][cH:18]2)[c:19]2[cH:20][cH:21][cH:22][cH:23][cH:24]2)[cH:25][cH:26][cH:27][cH:28][cH:29]1>>[F:1][C:2]([CH2:3][NH:4][CH2:5][CH2:6][O:7][N:8]1[C:32](=[O:41])[c:33]2[c:34]([cH:37][cH:38][cH:39][cH:40]2)[C:35]1=[O:36])([F:9])[F:10].